From a dataset of the Open Reaction Database (ORD), a public repository of structured organic reaction records. describe an organic reaction: reactants, conditions, products, and yield Reactants: C(C)(C)(C)OC(=O)N([C@H](C(=O)N[C@@H]1C(N(C2=C(OC1)C=CC=C2)CC2=C1C=CC(=CC1=CC=C2OC)C(=O)OC)=O)C)C (methyl 5-(((S)-3-((S)-2-(tert-butoxycarbonyl(methyl)amino)propanamido)-4-oxo-3,4-dihydrobenzo[b][1,4]oxazepin-5(2H)-yl)methyl)-6-methoxy-2-naphthoate), O[Li].O (LiOH.H2O), OS(=O)(=O)[O-].[K+] (KHSO4). Solvent: CO (MeOH), O (water). Run at temperature 50 celsius, time 1 hour. Product: C(C)(C)(C)OC(=O)N([C@H](C(=O)N[C@@H]1C(N(C2=C(OC1)C=CC=C2)CC2=C1C=CC(=CC1=CC=C2OC)C(=O)O)=O)C)C (5-(((S)-3-((S)-2-(tert-butoxycarbonyl(methyl)amino)propanamido)-4-oxo-3,4-dihydrobenzo[b][1,4]oxazepin-5(2H)-yl)methyl)-6-methoxy-2-naphthoic acid). Isolated yield 93.4%. RXN SMILES: O[Li].O.[C:4]([O:8][C:9]([N:11]([CH3:46])[C@@H:12]([CH3:45])[C:13]([NH:15][C@H:16]1[CH2:22][O:21][C:20]2[CH:23]=[CH:24][CH:25]=[CH:26][C:19]=2[N:18]([CH2:27][C:28]2[C:37]([O:38][CH3:39])=[CH:36][CH:35]=[C:34]3[C:29]=2[CH:30]=[CH:31][C:32]([C:40]([O:42]C)=[O:41])=[CH:33]3)[C:17]1=[O:44])=[O:14])=[O:10])([CH3:7])([CH3:6])[CH3:5].OS([O-])(=O)=O.[K+]>O.CO>[C:4]([O:8][C:9]([N:11]([CH3:46])[C@@H:12]([CH3:45])[C:13]([NH:15][C@H:16]1[CH2:22][O:21][C:20]2[CH:23]=[CH:24][CH:25]=[CH:26][C:19]=2[N:18]([CH2:27][C:28]2[C:37]([O:38][CH3:39])=[CH:36][CH:35]=[C:34]3[C:29]=2[CH:30]=[CH:31][C:32]([C:40]([OH:42])=[O:41])=[CH:33]3)[C:17]1=[O:44])=[O:14])=[O:10])([CH3:6])([CH3:7])[CH3:5] |f:0.1,3.4|. Procedure details: LiOH.H2O (24.0 mg, 573 μmol, Eq: 3) was dissolved in water and the solution was added to a solution of methyl 5-(((S)-3-((S)-2-(tert-butoxycarbonyl(methyl)amino)propanamido)-4-oxo-3,4-dihydrobenzo[b][1,4]oxazepin-5(2H)-yl)methyl)-6-methoxy-2-naphthoate (113 mg, 191 μmol, Eq: 1.00) in MeOH (3 mL) and the mixture was heated to 50° C. for 1 h and then to 60° C. for 1 h. The mixture was cooled, KHSO4 solution was added and the mixture extracted with EtOAc. The combined extracts were concentrated and... Reactants: O=C(n1ccnc1)n1ccnc1, CCCNC, O=C(O)Cn1c(-c2ccc(Cl)cc2)nc2cccnc21, C1CCOC1. The product is CCCN(C)C(=O)Cn1c(-c2ccc(Cl)cc2)nc2cccnc21, O. RXN SMILES: [C:21]([n:22]1[cH:23][cH:24][n:25][cH:26]1)([n:27]1[cH:28][cH:29][n:30][cH:31]1)=[O:32].[CH3:33][NH:34][CH2:35][CH2:36][CH3:37].[Cl:1][c:2]1[cH:3][cH:4][c:5](-[c:8]2[n:9][c:10]3[c:11]([n:12][cH:13][cH:14][cH:15]3)[n:16]2[CH2:17][C:18](=[O:19])[OH:20])[cH:6][cH:7]1.[O:38]1[CH2:39][CH2:40][CH2:41][CH2:42]1>>[Cl:1][c:2]1[cH:3][cH:4][c:5](-[c:8]2[n:9][c:10]3[c:11]([n:12][cH:13][cH:14][cH:15]3)[n:16]2[CH2:17][C:18](=[O:20])[N:34]([CH3:33])[CH2:35][CH2:36][CH3:37])[cH:6][cH:7]1.[OH2:19]. The product is Cl.C(C)C=1C=NC=CC1CSC1=NC(=CC(=N1)O)C (2-{[(3-ethylpyridin-4-yl)methyl]sulfanyl)-6-methylpyrimidin-4-ol hydrochloride). Starting materials: Cl (HCl), O1CCOCC1 (dioxane), C(C)C=1C=NC=CC1CSC1=NC(=CC(=N1)O)C (2-{[(3-ethylpyridin-4-yl)methyl]sulfanyl)-6-methylpyrimidin-4-ol). RXN SMILES: [CH2:1]([C:3]1[CH:4]=[N:5][CH:6]=[CH:7][C:8]=1[CH2:9][S:10][C:11]1[N:16]=[C:15]([OH:17])[CH:14]=[C:13]([CH3:18])[N:12]=1)[CH3:2].[ClH:19].O1CCOCC1>CO>[ClH:19].[CH2:1]([C:3]1[CH:4]=[N:5][CH:6]=[CH:7][C:8]=1[CH2:9][S:10][C:11]1[N:16]=[C:15]([OH:17])[CH:14]=[C:13]([CH3:18])[N:12]=1)[CH3:2] |f:4.5|. The solvent is CO (methanol). Run at time 15 minute. Reported procedure: 2-{[(3-ethylpyridin-4-yl)methyl]sulfanyl)-6-methylpyrimidin-4-ol (100 mg, 383 μmol) was stirred in methanol (20 mL) and a solution of 4 N HCl in dioxane (145 μL, 574 μmol) was added dropwise at 0° C. The mixture was stirred for 15 minutes at room temperature. The solvent was removed by evaporation, and the residue was triturated with diethyl ether and dried in vacuo to afford 2-{[(3-ethylpyridin-4-yl)methyl]sulfanyl)-6-methylpyrimidin-4-ol hydrochloride (110 mg, 97% yield); 1H NMR (400 MHz, DMSO... The yield is 97.0%. Starting materials: Cl.ClC1=CC=NC=C1 (4-chloropyridine hydrochloride), CNCCNC (N,N'-dimethyl-1,2-ethanediamine), C([O-])(O)=O.[Na+] (sodium bicarbonate). The solvent is C(CC(C)C)O (isoamyl alcohol). Yields the product CN(CCNC)C1=CC=NC=C1 (N,N'-Dimethyl-N-(4-pyridyl)-1,2-ethanediamine). The yield is 50.2%. Reaction SMILES: Cl.Cl[C:3]1[CH:8]=[CH:7][N:6]=[CH:5][CH:4]=1.[CH3:9][NH:10][CH2:11][CH2:12][NH:13][CH3:14].C(=O)(O)[O-].[Na+]>C(O)CC(C)C>[CH3:9][N:10]([C:3]1[CH:8]=[CH:7][N:6]=[CH:5][CH:4]=1)[CH2:11][CH2:12][NH:13][CH3:14] |f:0.1,3.4|. Reported procedure: A mixture of 4-chloropyridine hydrochloride (15.0 g), N,N'-dimethyl-1,2-ethanediamine (22.0 g) and sodium bicarbonate (25.20 g) in isoamyl alcohol (100 ml) was heated under reflux for 48 hours and then evaporated. The residue was extracted several times with hot dichloromethane and the combined extracts were filtered and evaporated. The residue was distilled to give the product (8.30 g), b.p. 168°-172° @ 15 mm. Starting materials: CCN1CCN(c2cc(F)c(N)c(F)c2)CC1, COc1ccc(CN(Cc2ccc(OC)cc2)c2ncc(-c3nc(N4CCOCC4)nc4c3CCN4)cn2)cc1, COc1ccc(CN(Cc2ccc(OC)cc2)c2ncc(-c3nc(N4CCOCC4)nc4c3CCN4C(=O)Nc3cccc(NCCN4CCOCC4)c3)cn2)cc1. Reaction SMILES: [CH2:1]([N:2]1[CH2:3][CH2:4][N:5]([c:6]2[cH:7][c:8]([F:9])[c:10]([NH2:11])[c:12]([F:13])[cH:14]2)[CH2:15][CH2:16]1)[CH3:17].[CH3:18][O:19][c:20]1[cH:21][cH:22][c:23]([CH2:24][N:25]([CH2:26][c:27]2[cH:28][cH:29][c:30]([O:31][CH3:32])[cH:33][cH:34]2)[c:35]2[n:36][cH:37][c:38](-[c:39]3[c:40]4[c:44]([n:45][c:46]([N:47]5[CH2:48][CH2:49][O:50][CH2:51][CH2:52]5)[n:53]3)[NH:43][CH2:42][CH2:41]4)[cH:54][n:55]2)[cH:56][cH:57]1.[O:58]1[CH2:59][CH2:60][N:61]([CH2:64][CH2:65][NH:66][c:67]2[cH:68][c:69]([NH:73][C:74](=[O:75])[N:76]3[CH2:77][CH2:78][c:79]4[c:80]3[n:81][c:82]([N:110]3[CH2:111][CH2:112][O:113][CH2:114][CH2:115]3)[n:83][c:84]4-[c:85]3[cH:86][n:87][c:88]([N:91]([CH2:92][c:93]4[cH:94][cH:95][c:96]([O:97][CH3:98])[cH:99][cH:100]4)[CH2:101][c:102]4[cH:103][cH:104][c:105]([O:106][CH3:107])[cH:108][cH:109]4)[n:89][cH:90]3)[cH:70][cH:71][cH:72]2)[CH2:62][CH2:63]1>>[O:58]1[CH2:59][CH2:60][N:61]([CH2:64][CH2:65][NH:66][c:67]2[cH:68][c:69]([NH:73][C:74](=[O:75])[N:76]3[CH2:77][CH2:78][c:79]4[c:80]3[n:81][c:82]([N:110]3[CH2:111][CH2:112][O:113][CH2:114][CH2:115]3)[n:83][c:84]4-[c:85]3[cH:86][n:87][c:88]([NH2:91])[n:89][cH:90]3)[cH:70][cH:71][cH:72]2)[CH2:62][CH2:63]1. The product is Nc1ncc(-c2nc(N3CCOCC3)nc3c2CCN3C(=O)Nc2cccc(NCCN3CCOCC3)c2)cn1. Starting materials: ClC=1C2=C(N=CN1)NC(C2=CC=2NC(=C(C2C)CCCN2CCOCC2)C)=O (4-chloro-5-[3,5-dimethyl-4-(3-morpholin-4-yl-propyl)-1H-pyrrol-2-ylmethylene]-5,7-dihydro-pyrrolo[2,3-d]pyrimidin-6-one), ClC=1C=C(C=CC1F)N (3-chloro-4-fluoro-phenylamine). Product: Cl.ClC=1C=C(C=CC1F)NC=1C2=C(N=CN1)NC(C2=CC=2NC(=C(C2C)CCCN2CCOCC2)C)=O (4-(3-Chloro-4-fluoro-phenylamino)-5-[3,5-dimethyl-4-(3-morpholin-4-yl-propyl)-1H-pyrrol-2-ylmethylene]-5,7-dihydro-pyrrolo[2,3-D]pyrimidin-6-one Hydrochloride). Yield: 10.0%. RXN SMILES: [Cl:1][C:2]1[C:3]2[C:10](=[CH:11][C:12]3[NH:13][C:14]([CH3:27])=[C:15]([CH2:18][CH2:19][CH2:20][N:21]4[CH2:26][CH2:25][O:24][CH2:23][CH2:22]4)[C:16]=3[CH3:17])[C:9](=[O:28])[NH:8][C:4]=2[N:5]=[CH:6][N:7]=1.[Cl:29][C:30]1[CH:31]=[C:32]([NH2:37])[CH:33]=[CH:34][C:35]=1[F:36]>>[ClH:1].[Cl:29][C:30]1[CH:31]=[C:32]([NH:37][C:2]2[C:3]3[C:10](=[CH:11][C:12]4[NH:13][C:14]([CH3:27])=[C:15]([CH2:18][CH2:19][CH2:20][N:21]5[CH2:26][CH2:25][O:24][CH2:23][CH2:22]5)[C:16]=4[CH3:17])[C:9](=[O:28])[NH:8][C:4]=3[N:5]=[CH:6][N:7]=2)[CH:33]=[CH:34][C:35]=1[F:36] |f:2.3|. Procedure: The title compound (10% yield) was prepared from 4-chloro-5-[3,5-dimethyl-4-(3-morpholin-4-yl-propyl)-1H-pyrrol-2-ylmethylene]-5,7-dihydro-pyrrolo[2,3-d]pyrimidin-6-one and 3-chloro-4-fluoro-phenylamine according to the procedure described for Example 12. Reactants: C1COCCO1, COc1ncc(B(O)O)cn1, COc1cccc2c1nc(C(F)F)n2-c1nc(Cl)cc(N2CCOCC2)n1, [K+], [K+], O=C([O-])[O-], O. Product: COc1ncc(-c2cc(N3CCOCC3)nc(-n3c(C(F)F)nc4c(OC)cccc43)n2)cn1. RXN SMILES: [CH2:45]1[O:46][CH2:47][CH2:48][O:49][CH2:50]1.[CH3:28][O:29][c:30]1[n:31][cH:32][c:33]([B:36]([OH:37])[OH:38])[cH:34][n:35]1.[Cl:1][c:2]1[n:3][c:4](-[n:14]2[c:15]([CH:25]([F:26])[F:27])[n:16][c:17]3[c:18]2[cH:19][cH:20][cH:21][c:22]3[O:23][CH3:24])[n:5][c:6]([N:8]2[CH2:9][CH2:10][O:11][CH2:12][CH2:13]2)[cH:7]1.[K+:39].[K+:40].[O-:41][C:42]([O-:43])=[O:44].[OH2:51]>>[c:2]1(-[c:33]2[cH:32][n:31][c:30]([O:29][CH3:28])[n:35][cH:34]2)[n:3][c:4](-[n:14]2[c:15]([CH:25]([F:26])[F:27])[n:16][c:17]3[c:18]2[cH:19][cH:20][cH:21][c:22]3[O:23][CH3:24])[n:5][c:6]([N:8]2[CH2:9][CH2:10][O:11][CH2:12][CH2:13]2)[cH:7]1.